Dataset: the Open Reaction Database (ORD), a public repository of structured organic reaction records. Task: describe an organic reaction: reactants, conditions, products, and yield Starting materials: O[C@@H]1[C@H](O)[C@@H]2[C@@H](O)[C@H](O1)CO2 (3,6-anhydro-α-D-galactose), kappa-carrageenan, 1,4-linked-D-galactose 2,6-disulfate, D-galactose-2(4)-sulfate, D-galactose 2,6-disulfate, lambda carrageenan, Carrageenans, S(=O)(=O)([O-])[O-] (sulfate), D-galactose 4-sulfate. The product is D-galactose 4-sulfate, S(=O)(=O)(O)O[C@@H](C=O)[C@@H]1[C@@H](O)[C@H](O)CO1 (3,6-anhydro-D-galactose-2-sulfate). RXN SMILES: [S:1]([O-:5])([O-:4])(=[O:3])=[O:2].[OH:6][C@H:7]1[O:14][C@@H:13]2[CH2:15][O:16][C@@H:10]([C@H:11]2[OH:12])[C@H:8]1O>>[S:1]([O:5][C@H:8]([C@H:10]1[O:16][CH2:15][C@@H:13]([OH:14])[C@@H:11]1[OH:12])[CH:7]=[O:6])([OH:4])(=[O:3])=[O:2]. Procedure details: Carrageenans having a moleculr weight of from 100.000 to 800.000 Dalton are known; approximately 25% sulfate-content; various types: kappa-carrageenan: comprised of alternating 1,3 or 1,6, respectively, linked 3,6-anhydro-α-D-galactose and D-galactose-4-sulfate; gel-forming; only partially oxidizable lambda carrageenan: α-1,3-glycosidically linked D-galactose-2(4)-sulfate residues and 1,4-linked D-galactose-2,6-disulfate residues and 1,4-linked-D-galactose-2,6-disulfate residues; does not gel; a...